This data is from the Open Reaction Database (ORD), a public repository of structured organic reaction records. The task is: describe an organic reaction: reactants, conditions, products, and yield Starting materials: Cc1ccccc1, C=C(C)CN, CC1(C)CC(=O)CC(C)(C)N1. The product is C=C(C)CN=C1CC(C)(C)NC(C)(C)C1. Reaction SMILES: [CH3:17][c:18]1[cH:19][cH:20][cH:21][cH:22][cH:23]1.[CH3:1][C:2]([CH2:3][NH2:4])=[CH2:5].[CH3:6][C:7]1([CH3:16])[NH:8][C:9]([CH3:14])([CH3:15])[CH2:10][C:11](=[O:13])[CH2:12]1>>[CH3:1][C:2]([CH2:3][N:4]=[C:11]1[CH2:10][C:9]([CH3:14])([CH3:15])[NH:8][C:7]([CH3:6])([CH3:16])[CH2:12]1)=[CH2:5]. Reactants: CC=1C=CC(=NC1)C1=CC=C(C=C1)CCCO (3-[4-(5-methylpyridin-2-yl)phenyl]propan-1-ol), CC1(CCCC(N1[O])(C)C)C (2,2,6,6,-tetramethylpiperidine N-oxyl), [Br-].[K+] (potassium bromide), Cl[O-].[Na+] (Sodium hypochlorite), C([O-])(O)=O.[Na+] (sodium bicarbonate). The solvent is ClCCl (dichloromethane). Reaction conditions: temperature 0 celsius, time 20 minute. The product is CC=1C=CC(=NC1)C1=CC=C(C=C1)CCC=O (3-[4-(5-methylpyridin-2-yl)phenyl]propanal). As a reaction SMILES: [CH3:1][C:2]1[CH:3]=[CH:4][C:5]([C:8]2[CH:13]=[CH:12][C:11]([CH2:14][CH2:15][CH2:16][OH:17])=[CH:10][CH:9]=2)=[N:6][CH:7]=1.CC1(C)N([O])C(C)(C)CCC1.[Br-].[K+].Cl[O-].[Na+].C(=O)(O)[O-].[Na+]>ClCCl>[CH3:1][C:2]1[CH:3]=[CH:4][C:5]([C:8]2[CH:13]=[CH:12][C:11]([CH2:14][CH2:15][CH:16]=[O:17])=[CH:10][CH:9]=2)=[N:6][CH:7]=1 |f:2.3,4.5,6.7,^1:21|. Procedure: To a stirred solution of the compound obtained from step d above (1.4 g) in dichloromethane (20 mL), 2,2,6,6,-tetramethylpiperidine N-oxyl (9.6 mg) and potassium bromide (73.4 mg) were added at 0° C. under nitrogen atmosphere. Sodium hypochlorite (13.7 mL, 4% solution) was added at pH 8-9 (maintained by adding aqueous sodium bicarbonate solution). The reaction was stirred for 20 minutes at 0° C. The organic layer was separated and the aqueous layer was extracted with dichloromethane. The combine... Reactants: S(=O)(=O)(OC)OC (dimethyl sulfate), C1=C(NC=2C=CC3=C(C12)SC1=C3C=CC=C1)C(=O)OCC (ethyl 3H-[1]benzothieno[2,3-e]indole-2-carboxylate). Product: CN1C(=CC=2C3=C(C=CC12)C1=C(S3)C=CC=C1)C(=O)OCC (ethyl 3-methyl-3H-[1]benzothieno[2,3-e]indole-2-carboxylate). Reaction SMILES: S(OC)(O[CH3:5])(=O)=O.[CH:8]1[C:16]2[C:15]3[S:17][C:18]4[CH:23]=[CH:22][CH:21]=[CH:20][C:19]=4[C:14]=3[CH:13]=[CH:12][C:11]=2[NH:10][C:9]=1[C:24]([O:26][CH2:27][CH3:28])=[O:25]>>[CH3:5][N:10]1[C:11]2[CH:12]=[CH:13][C:14]3[C:19]4[CH:20]=[CH:21][CH:22]=[CH:23][C:18]=4[S:17][C:15]=3[C:16]=2[CH:8]=[C:9]1[C:24]([O:26][CH2:27][CH3:28])=[O:25]. Procedure details: Using the procedure outlined in Example 34A except that dimethyl sulfate was used as the alkylating agent, ethyl 3H-[1]benzothieno[2,3-e]indole-2-carboxylate (H. G. Pars Pharmaceutical Laboratories, Inc.) gave a nearly quantitative yield of crude ethyl 3-methyl-3H-[1]benzothieno[2,3-e]indole-2-carboxylate. This material was formylated using the procedure of A. Rieche et al., Chem. Ber. 93, 88 (1960) to give a crude mixture of aldehydes which was hydrolyzed and decarboxylated without purification... Starting materials: O (water), BrC1=NC(=CC=C1)C(F)(F)F (2-bromo-6-(trifluoromethyl)pyridine), C(=O)(OC(C)(C)C)N1CCC(CC1)=O (1-boc-4-piperidone), C(CCC)[Li] (n-butyl lithium). The solvent is O1CCCC1 (tetrahydrofuran). Reaction conditions: temperature -78 celsius, time 15 minute. The product is C(C)(C)(C)OC(=O)N1CCC(CC1)(C1=NC(=CC=C1)C(F)(F)F)O (4′-hydroxy-6-trifluoromethyl-3′,4′,5′,6′-tetrahydro-2′H-[2,4′]bipyridinyl-1′-carboxylic acid tert-butyl ester). Isolated yield 97.7%. RXN SMILES: Br[C:2]1[CH:7]=[CH:6][CH:5]=[C:4]([C:8]([F:11])([F:10])[F:9])[N:3]=1.C([Li])CCC.[C:17]([N:24]1[CH2:29][CH2:28][C:27](=[O:30])[CH2:26][CH2:25]1)([O:19][C:20]([CH3:23])([CH3:22])[CH3:21])=[O:18].O>O1CCCC1>[C:20]([O:19][C:17]([N:24]1[CH2:29][CH2:28][C:27]([OH:30])([C:2]2[CH:7]=[CH:6][CH:5]=[C:4]([C:8]([F:11])([F:10])[F:9])[N:3]=2)[CH2:26][CH2:25]1)=[O:18])([CH3:23])([CH3:21])[CH3:22]. Procedure: A mixture of 2-bromo-6-(trifluoromethyl)pyridine (300 mg, 1.33 mmol) in tetrahydrofuran (10 mL) under a nitrogen atmosphere cooled to −78° C. was treated with n-butyl lithium (2M solution in tetrahydrofuran, 0.83 mL, 1.33 mmol). The mixture was stirred at −78° C. for 15 min. At this time, the reaction was treated with 1-boc-4-piperidone (265 mg, 1.33 mmol). The mixture was then allowed to slowly warm to 25° C. and was stirred at 25° C. for 1 h. At this time, the reaction was poured into water. T...